From a dataset of the Open Reaction Database (ORD), a public repository of structured organic reaction records. describe an organic reaction: reactants, conditions, products, and yield Starting materials: ClC=1C=CC=2C3=C(NC2C1)C=CNC3=O (7-chloro-2,5-dihydro-1H-pyrido[4,3-b]indol-1-one), C1CC(=O)N(C1=O)Br (NBS). Run in CN(C)C=O (DMF). Run at time 40 minute. The product is BrC1=CNC(C2=C1NC=1C=C(C=CC21)Cl)=O (4-Bromo-7-chloro-2,5-dihydro-1H-pyrido[4,3-b]indol-1-one). As a reaction SMILES: [Cl:1][C:2]1[CH:3]=[CH:4][C:5]2[C:6]3[C:14](=[O:15])[NH:13][CH:12]=[CH:11][C:7]=3[NH:8][C:9]=2[CH:10]=1.C1C(=O)N([Br:23])C(=O)C1>CN(C=O)C>[Br:23][C:11]1[C:7]2[NH:8][C:9]3[CH:10]=[C:2]([Cl:1])[CH:3]=[CH:4][C:5]=3[C:6]=2[C:14](=[O:15])[NH:13][CH:12]=1. Procedure: To a stirred solution of 7-chloro-2,5-dihydro-1H-pyrido[4,3-b]indol-1-one (123.5 g, 565 mmol) in DMF (941 ml) was added NBS (111 g, 621 mmol) in one portion at 5° C. The reaction exothermed. When the exotherm subsided, the ice bath was removed and the reaction was agitated at ambient temp for 40 min. The reaction mixture was poured into water (2 L) and the precipitate was filtered and washed with water. The cake was slurried in MeOH (4 L), heated to 65° C. for 1 h, and filtered through a fritted... Reactants: CC(C)([O-])C.[K+] (potassium t-butoxide), O1N=C(C2=C1C=CS2)C=2C=C(C=CC2)O (3-thieno[2,3-d]isoxazol-3-yl-phenol), CN(C=O)C (dimethylformamide), (2R)-(+)-2-methylglycidyl-4-nitrobenzoate. Conditions: temperature 50 celsius, time 2 hour. The product is C[C@](CO)(COC1=CC(=CC=C1)C1=NOC2=C1SC=C2)O ((S)-2-methyl-3-(3-thieno[2,3-d]isoxazol-3-yl-phenoxy)propane-1,2-diol). Isolated yield 53.0%. Reaction SMILES: [CH3:1][C:2]([CH3:5])([O-:4])[CH3:3].[K+].[O:7]1[C:11]2[CH:12]=[CH:13][S:14][C:10]=2[C:9]([C:15]2[CH:16]=[C:17]([OH:21])[CH:18]=[CH:19][CH:20]=2)=[N:8]1.CN(C)C=[O:25]>>[CH3:1][C@@:2]([OH:4])([CH2:5][O:21][C:17]1[CH:18]=[CH:19][CH:20]=[C:15]([C:9]2[C:10]3[S:14][CH:13]=[CH:12][C:11]=3[O:7][N:8]=2)[CH:16]=1)[CH2:3][OH:25] |f:0.1|. Procedure details: Add potassium t-butoxide (14.2 g, 0.126 mol) in small portions under nitrogen to a stirred solution of 3-thieno[2,3-d]isoxazol-3-yl-phenol (example 1, 27.5 g, 0.126 mol) and dimethylformamide (200 mL). After 10 min. add (2R)-(+)-2-methylglycidyl-4-nitrobenzoate (10.0 g, 0.0.0422 mol, Aldrich Chemical Company) and rinse through with dimethylformamide (50 mL). Heat to 50° C. and stir for two hours. Pour into ice water (1200 mL) and extract with ethyl acetate (add ammonium chloride to aid separatio... The reactants are CCC1CC(NC(=O)OC(C)(C)C)CN(Cc2ccccc2)C1, CCO. Yields the product CCC1CNCC(NC(=O)OC(C)(C)C)C1. As a reaction SMILES: [C:1]([CH3:2])([CH3:3])([CH3:4])[O:5][C:6]([NH:7][CH:8]1[CH2:9][N:10]([CH2:16][c:17]2[cH:18][cH:19][cH:20][cH:21][cH:22]2)[CH2:11][CH:12]([CH2:14][CH3:15])[CH2:13]1)=[O:23].[CH3:24][CH2:25][OH:26]>>[C:1]([CH3:2])([CH3:3])([CH3:4])[O:5][C:6]([NH:7][CH:8]1[CH2:9][NH:10][CH2:11][CH:12]([CH2:14][CH3:15])[CH2:13]1)=[O:23]. The reactants are CN(C)Cc1cc(C#N)ccn1, CO, Cl, [H][H], [Pd]. Product: CN(C)Cc1cc(CN)ccn1. As a reaction SMILES: [C:1](#[N:2])[c:3]1[cH:4][c:5]([CH2:9][N:10]([CH3:11])[CH3:12])[n:6][cH:7][cH:8]1.[CH3:16][OH:17].[ClH:13].[H:14][H:15].[Pd:18]>>[CH2:1]([NH2:2])[c:3]1[cH:4][c:5]([CH2:9][N:10]([CH3:11])[CH3:12])[n:6][cH:7][cH:8]1. Reactants: [OH-].[Na+] (sodium hydroxide), C(#N)C1=CC=C(C=O)C=C1 (4-cyanobenzaldehyde), O.C1(=CC=C(C=C1)S(=O)(=O)O)C (4-toluenesulfonic acid hydrate), C(CO)O (ethylene glycol), [H-].[Al+3].[Li+].[H-].[H-].[H-] (lithium aluminium hydride), C1CCOC1 (THF), S(=O)(=O)([O-])[O-].[Mg+2] (magnesium sulfate). Solvent: O (water), O (Water), C1(=CC=CC=C1)C (toluene), C(C)(=O)OCC (ethyl acetate), C(C)(=O)OCC (Ethyl acetate). Run at time 18 hour. Product: O1C(OCC1)C1=CC=C(C=C1)CN ((4-(1,3-Dioxolan-2-yl)phenyl)methanamine). Isolated yield 87.0%. RXN SMILES: [C:1]([C:3]1[CH:10]=[CH:9][C:6]([CH:7]=[O:8])=[CH:5][CH:4]=1)#[N:2].O.C1(C)C=CC(S(O)(=O)=O)=CC=1.[CH2:23](O)[CH2:24][OH:25].[H-].[Al+3].[Li+].[H-].[H-].[H-].C1COCC1.[OH-].[Na+].S([O-])([O-])(=O)=O.[Mg+2]>C1(C)C=CC=CC=1.C(OCC)(=O)C.O>[O:8]1[CH2:23][CH2:24][O:25][CH:7]1[C:6]1[CH:9]=[CH:10][C:3]([CH2:1][NH2:2])=[CH:4][CH:5]=1 |f:1.2,4.5.6.7.8.9,11.12,13.14|. Procedure: To a stirred solution of 4-cyanobenzaldehyde (1.31 g, 10.0 mmol) and 4-toluenesulfonic acid hydrate (0.19 g, 1.0 mmol) in toluene (30 mL) was added ethylene glycol (2.30 mL, 41.2 mmol). The reaction mixture was heated at reflux under Dean and Stark conditions for 3 hours. The reaction mixture was diluted with ethyl acetate and washed with water, 10% aqueous potassium carbonate solution and brine. The organic phase was dried (magnesium sulfate), filtered and the solvent evaporated at reduced pres... Starting materials: CC(C)C[Al+]CC(C)C, CN([SiH](C)C)[Si](C)(C)C, CCOC(C)=O, Cc1ccccc1, N#Cc1cc(-c2ccc(Cl)cc2)c(-c2ccccc2Cl)[nH]c1=O, [H-]. Yields the product O=Cc1cc(-c2ccc(Cl)cc2)c(-c2ccccc2Cl)[nH]c1=O. RXN SMILES: [CH2:34]([Al+:35][CH2:36][CH:37]([CH3:38])[CH3:39])[CH:40]([CH3:41])[CH3:42].[CH3:24][SiH:25]([CH3:26])[N:27]([CH3:28])[Si:29]([CH3:30])([CH3:31])[CH3:32].[CH3:43][CH2:44][O:45][C:46]([CH3:47])=[O:48].[CH3:49][c:50]1[cH:51][cH:52][cH:53][cH:54][cH:55]1.[Cl:1][c:2]1[c:3](-[c:8]2[c:9](-[c:17]3[cH:18][cH:19][c:20]([Cl:23])[cH:21][cH:22]3)[cH:10][c:11]([C:15]#[N:16])[c:12](=[O:14])[nH:13]2)[cH:4][cH:5][cH:6][cH:7]1.[H-:33]>>[Cl:1][c:2]1[c:3](-[c:8]2[c:9](-[c:17]3[cH:18][cH:19][c:20]([Cl:23])[cH:21][cH:22]3)[cH:10][c:11]([CH:15]=[O:45])[c:12](=[O:14])[nH:13]2)[cH:4][cH:5][cH:6][cH:7]1. Starting materials: BrC1=C(C=O)C(=CN=C1)Br (3,5-dibromoisonicotin-aldehyde), CC1(CC2=C(C3=C(C(NCC3)=O)S2)C1)C (6,6-Dimethyl-3,4,6,7-tetrahydro-5H-cyclopenta[4,5]thieno[2,3-c]pyridine-1(2H)-one), C([O-])([O-])=O.[Cs+].[Cs+] (cesium carbonate), CC1(C2=C(C(=CC=C2)P(C3=CC=CC=C3)C4=CC=CC=C4)OC5=C(C=CC=C51)P(C6=CC=CC=C6)C7=CC=CC=C7)C (Xantphos). The reagents and catalysts are C=1C=CC(=CC1)/C=C/C(=O)/C=C/C2=CC=CC=C2.C=1C=CC(=CC1)/C=C/C(=O)/C=C/C2=CC=CC=C2.C=1C=CC(=CC1)/C=C/C(=O)/C=C/C2=CC=CC=C2.[Pd].[Pd] (Pd2(dba)3). The solvent is O1CCOCC1 (1,4-dioxane). Run at temperature 100 celsius. The product is BrC=1C=NC=C(C1C=O)N1C(C=2SC=3CC(CC3C2CC1)(C)C)=O (3-Bromo-5-{4,4-dimethyl-9-oxo-7-thia-10-azatricyclo[6.4.0.02,6]dodeca-1(8), 2(6)-dien-10-yl}pyridine-4-carbaldehyde). Yield: 64.9%. As a reaction SMILES: Br[C:2]1[CH:9]=[N:8][CH:7]=[C:6]([Br:10])[C:3]=1[CH:4]=[O:5].[CH3:11][C:12]1([CH3:25])[CH2:24][C:15]2[C:16]3[CH2:21][CH2:20][NH:19][C:18](=[O:22])[C:17]=3[S:23][C:14]=2[CH2:13]1.C(=O)([O-])[O-].[Cs+].[Cs+].CC1(C)C2C(=C(P(C3C=CC=CC=3)C3C=CC=CC=3)C=CC=2)OC2C(P(C3C=CC=CC=3)C3C=CC=CC=3)=CC=CC1=2>C1C=CC(/C=C/C(/C=C/C2C=CC=CC=2)=O)=CC=1.C1C=CC(/C=C/C(/C=C/C2C=CC=CC=2)=O)=CC=1.C1C=CC(/C=C/C(/C=C/C2C=CC=CC=2)=O)=CC=1.[Pd].[Pd].O1CCOCC1>[Br:10][C:6]1[CH:7]=[N:8][CH:9]=[C:2]([N:19]2[CH2:20][CH2:21][C:16]3[C:15]4[CH2:24][C:12]([CH3:11])([CH3:25])[CH2:13][C:14]=4[S:23][C:17]=3[C:18]2=[O:22])[C:3]=1[CH:4]=[O:5] |f:2.3.4,6.7.8.9.10|. Procedure details: To a 100-mL single-neck round-bottomed flask equipped with a magnetic stirrer and reflux condenser was charged with 1,4-dioxane (15 mL), 3,5-dibromoisonicotin-aldehyde (400 mg, 1.5 mmol), 4,4-dimethyl-7-thia-10-azatricyclo[6.4.0.02,6]dodeca-1(8),2(6)-dien-9-one (106h) (170 mg, 0.76 mmol), and cesium carbonate (176 mg, 1.5 mmol). Xantphos (40 mg, 0.08 mmol) and Pd2(dba)3 (70 mg, 0.08 mmol) were added, and the reaction mixture was heated at 100° C. for 5 h. After this time the reaction was cooled ...